The task is: describe an organic reaction: reactants, conditions, products, and yield. This data is from the Open Reaction Database (ORD), a public repository of structured organic reaction records. Reactants: COC1=C(N)C=CC=C1 (2-Methoxyaniline), C([O-])([O-])=O.[Na+].[Na+] (sodium carbonate), BrCC1OCC(O1)CCC (2-Bromomethyl-4-propyl-1,3-dioxolane). Yields the product C(CC)C1OC(OC1)CNC1=C(C=CC=C1)OC (N-(4-propyl-1,3-dioxolan-2-ylmethyl)-2-methoxyaniline). Reaction SMILES: [CH3:1][O:2][C:3]1[CH:9]=[CH:8][CH:7]=[CH:6][C:4]=1[NH2:5].C(=O)([O-])[O-].[Na+].[Na+].Br[CH2:17][CH:18]1[O:22][CH:21]([CH2:23][CH2:24][CH3:25])[CH2:20][O:19]1>>[CH2:23]([CH:21]1[CH2:20][O:19][CH:18]([CH2:17][NH:5][C:4]2[CH:6]=[CH:7][CH:8]=[CH:9][C:3]=2[O:2][CH3:1])[O:22]1)[CH2:24][CH3:25] |f:1.2.3|. Reported procedure: 2-Methoxyaniline (0.05 mole) and sodium carbonate (30 grams) are charged into a glass reaction vessel equipped with a mechanical stirrer, thermometer and reflux condenser. 2-Bromomethyl-4-propyl-1,3-dioxolane (0.55 mole) is slowly added and the reaction mixture is heated at reflux for a period of about 1 hour. After this time the reaction mixture is filtered and additional sodium carbonate (5 grams) is added to the filtrate. The mixture is then distilled under reduced pressure to yield the desir... Product: COC(=O)c1cc(O)cs1. Reactants: CO, O, O=C(O)c1cc(O)cs1, O=S(Cl)Cl. Reaction SMILES: [CH3:5][OH:6].[OH2:16].[OH:7][c:8]1[cH:9][c:10]([C:13](=[O:14])[OH:15])[s:11][cH:12]1.[S:1]([Cl:2])([Cl:3])=[O:4]>>[CH3:5][O:15][C:13]([c:10]1[cH:9][c:8]([OH:7])[cH:12][s:11]1)=[O:14].